Dataset: the Open Reaction Database (ORD), a public repository of structured organic reaction records. Task: describe an organic reaction: reactants, conditions, products, and yield Reactants: C(C1=CC=CC=C1)OC1=C(C=C(C=C1)NC1=NC=NC(=C1)Cl)[N+](=O)[O-] (4-(4′-benzyloxy-3-nitrophenyl)amino-6-chloro-pyrimidine), S(O)(O)(=O)=O (sulfuric acid), C(O)([O-])=O.[Na+] (sodium hydrogen carbonate). The reagents and catalysts are [Zn] (zinc). Solvent: C(C)O (ethanol). The product is NC=1C=C(C=CC1OCC1=CC=CC=C1)NC1=NC=NC(=C1)Cl (4-(3′-amino-4′benzyloxyphenyl)amino-6-chloro-pyrimidine). Reaction SMILES: [CH2:1]([O:8][C:9]1[CH:14]=[CH:13][C:12]([NH:15][C:16]2[CH:21]=[C:20]([Cl:22])[N:19]=[CH:18][N:17]=2)=[CH:11][C:10]=1[N+:23]([O-])=O)[C:2]1[CH:7]=[CH:6][CH:5]=[CH:4][CH:3]=1.S(=O)(=O)(O)O.C(=O)([O-])O.[Na+]>C(O)C.[Zn]>[NH2:23][C:10]1[CH:11]=[C:12]([NH:15][C:16]2[CH:21]=[C:20]([Cl:22])[N:19]=[CH:18][N:17]=2)[CH:13]=[CH:14][C:9]=1[O:8][CH2:1][C:2]1[CH:3]=[CH:4][CH:5]=[CH:6][CH:7]=1 |f:2.3|. Procedure details: To a solution of 4-(4′-benzyloxy-3-nitrophenyl)amino-6-chloro-pyrimidine (4.91 g) and sulfuric acid (8 ml) in ethanol (300 ml) was added zinc dust (4.49 g). The mixture was then heated under reflux for 18 hours, cooled to room temperature then basified with sodium hydrogen carbonate. After evaporation under reduced pressure, the residue was dissolved in ethyl acetate and water. The organic phase was separated, washed with water, dried (MgSO4) and evaporated under reduced pressure. The residue wa...